Dataset: the Open Reaction Database (ORD), a public repository of structured organic reaction records. Task: describe an organic reaction: reactants, conditions, products, and yield Starting materials: [OH-].C(CCC)[N+](CCCC)(CCCC)CCCC (tetrabutylammonium hydroxide), CC1=C(C(=CC=C1)C)NC(\C=C/C(=O)O)=O (N-(2,6-dimethylphenyl)-maleamic acid), C(C)(=O)O (acetic acid). Solvent: CO (methanol). Run at time 1 hour. The product is C(CCC)[N+](CCCC)(CCCC)CCCC.CC1=C(C(=CC=C1)C)NC(\C=C/C(=O)[O-])=O (N-(2,6-dimethylphenyl)-maleamic acid tetrabutylammonium salt). Isolated yield 111.5%. Reaction SMILES: [OH-].[CH2:2]([N+:6]([CH2:15][CH2:16][CH2:17][CH3:18])([CH2:11][CH2:12][CH2:13][CH3:14])[CH2:7][CH2:8][CH2:9][CH3:10])[CH2:3][CH2:4][CH3:5].[CH3:19][C:20]1[CH:25]=[CH:24][CH:23]=[C:22]([CH3:26])[C:21]=1[NH:27][C:28](=[O:34])/[CH:29]=[CH:30]\[C:31]([OH:33])=[O:32].C(O)(=O)C>CO>[CH2:15]([N+:6]([CH2:2][CH2:3][CH2:4][CH3:5])([CH2:7][CH2:8][CH2:9][CH3:10])[CH2:11][CH2:12][CH2:13][CH3:14])[CH2:16][CH2:17][CH3:18].[CH3:19][C:20]1[CH:25]=[CH:24][CH:23]=[C:22]([CH3:26])[C:21]=1[NH:27][C:28](=[O:34])/[CH:29]=[CH:30]\[C:31]([O-:33])=[O:32] |f:0.1,5.6|. Procedure details: 39 g (0.06 mole) of tetrabutylammonium hydroxide solution (40% in water) is added to the suspension of 13.15 g of N-(2,6-dimethylphenyl)-maleamic acid in 100 ml of methanol, and the reaction mixture is stirred for one hour at room temperature. The pH-value is adjusted to about 7.0 with acetic acid, and the solvent is removed in vacuo in a rotary evaporator to leave 30.8 g of N-(2,6-dimethylphenyl)-maleamic acid tetrabutylammonium salt in the form of yellow oil, which crystallises on prolonged st... Starting materials: CSC1CC(=O)N1CC(=O)CCc1ccccc1, ClCCl, O=C(OO)c1cccc(Cl)c1. Yields the product CS(=O)C1CC(=O)N1CC(=O)CCc1ccccc1. RXN SMILES: [CH3:1][S:2][CH:3]1[CH2:4][C:5](=[O:18])[N:6]1[CH2:7][C:8]([CH2:9][CH2:10][c:11]1[cH:12][cH:13][cH:14][cH:15][cH:16]1)=[O:17].[Cl:30][CH2:31][Cl:32].[OH:19][O:20][C:21]([c:22]1[cH:23][c:24]([Cl:25])[cH:26][cH:27][cH:28]1)=[O:29]>>[CH3:1][S:2]([CH:3]1[CH2:4][C:5](=[O:18])[N:6]1[CH2:7][C:8]([CH2:9][CH2:10][c:11]1[cH:12][cH:13][cH:14][cH:15][cH:16]1)=[O:17])=[O:19]. The reactants are S(=O)(Cl)Cl (thionyl chloride), C(C)O (ethanol), Cl.NCC(C(=O)O)(F)F (3-amino-2,2-difluoropropionic acid hydrochloride). Run at time 30 minute. Product: Cl.NCC(C(=O)OCC)(F)F (Ethyl 3-amino-2,2-difluoropropanoate hydrochloride). As a reaction SMILES: S(Cl)([Cl:3])=O.Cl.[NH2:6][CH2:7][C:8]([F:13])([F:12])[C:9]([OH:11])=[O:10].[CH2:14](O)[CH3:15]>>[ClH:3].[NH2:6][CH2:7][C:8]([F:13])([F:12])[C:9]([O:11][CH2:14][CH3:15])=[O:10] |f:1.2,4.5|. Procedure details: To ethanol (12.0 mL), thionyl chloride (0.587 mL) was added at 0° C. and the mixture was stirred at that temperature for 30 minutes. After adding 3-amino-2,2-difluoropropionic acid hydrochloride (950 mg) at 0° C., the mixture was refluxed for 4 hours. After being cooled to room temperature, the mixture was concentrated under reduced pressure. After adding ethyl acetate, the resulting precipitate was removed by filtration. The filtrate was concentrated under reduced pressure to give the titled co... Starting materials: C(C=C)OC=1C=C2C(=NC=NC2=CC1OC)NC1=CC=C(C=C1)Cl ((6-allyloxy-7-methoxy-quinazolin-4-yl)-(4-chloro-phenyl)-amine), CC=1C=CC=CC1C (o-xylene). Product: C(C=C)C1=C2C(=NC=NC2=CC(=C1O)OC)NC1=CC=C(C=C1)Cl (5-allyl-4-(4-chloro-phenylamino)-7-methoxy-quinazolin-6-ol). Reaction SMILES: C([O:4][C:5]1[CH:6]=[C:7]2[C:12](=[CH:13][C:14]=1[O:15][CH3:16])[N:11]=[CH:10][N:9]=[C:8]2[NH:17][C:18]1[CH:23]=[CH:22][C:21]([Cl:24])=[CH:20][CH:19]=1)C=C.[CH3:25][C:26]1C=CC=C[C:31]=1C>>[CH2:31]([C:6]1[C:5]([OH:4])=[C:14]([O:15][CH3:16])[CH:13]=[C:12]2[C:7]=1[C:8]([NH:17][C:18]1[CH:19]=[CH:20][C:21]([Cl:24])=[CH:22][CH:23]=1)=[N:9][CH:10]=[N:11]2)[CH:26]=[CH2:25]. Procedure details: A solution of (6-allyloxy-7-methoxy-quinazolin-4-yl)-(4-chloro-phenyl)-amine (0.50 g, 1.46 mmol) (from Example 16, Step C, supra) in o-xylene (50 mL) was heated at 150° C. for 7 hours. At the end of this period, TLC analysis indicated almost complete consumption of the starting material and the formation of desired product as the major spot. The solvent was evaporated and the residue was purified by chromatography using EtOAc/Et3N (1:0.04) as eluent to give the desired 5-allyl-4-(4-chloro-phenyl... Starting materials: O1C=C(C=C1)C1=CNC2=NC=C(C=C21)N (3-(Furan-3-yl)-1H-pyrrolo[2,3-b]pyridin-5-amine), C(C1=CC=CC=C1)(C1=CC=CC=C1)(C1=CC=CC=C1)N1N=CC(=C1)C1=CNC2=NC=C(C=C21)NC(OC(C)(C)C)=O (tert-Butyl 3-(1-trityl-1H-pyrazol-4-yl)-1H-pyrrolo[2,3-b]pyridin-5-ylcarbamate), C(=O)(O)[O-].[Na+] (NaHCO3). The product is N1N=CC(=C1)C1=CNC2=NC=C(C=C21)NC(OC(C)(C)C)=O (tert-Butyl 3-(1H-pyrazol-4-yl)-1H-pyrrolo[2,3-b]pyridin-5-ylcarbamate). The yield is 14.3%. As a reaction SMILES: O1C=CC(C2C3C(=NC=C(N)C=3)NC=2)=C1.C([N:35]1[CH:39]=[C:38]([C:40]2[C:48]3[C:43](=[N:44][CH:45]=[C:46]([NH:49][C:50](=[O:56])[O:51][C:52]([CH3:55])([CH3:54])[CH3:53])[CH:47]=3)[NH:42][CH:41]=2)[CH:37]=[N:36]1)(C1C=CC=CC=1)(C1C=CC=CC=1)C1C=CC=CC=1.C([O-])(O)=O.[Na+]>>[NH:35]1[CH:39]=[C:38]([C:40]2[C:48]3[C:43](=[N:44][CH:45]=[C:46]([NH:49][C:50](=[O:56])[O:51][C:52]([CH3:54])([CH3:53])[CH3:55])[CH:47]=3)[NH:42][CH:41]=2)[CH:37]=[N:36]1 |f:2.3|. Reported procedure: Inhibitor 52 was synthesized following the method described for preparation of 48 using 51 (326 mg, 0.60 mmol). The crude reaction mixture was neutralised with saturated aqueous NaHCO3 and extracted with AcOEt. Combined organic extracts were dried (MgSO4), concentrated and purified by means of LCMS (column LUNA 10 μ C18(2) 00G-4253-V0 250×50 mm) using water—MeCN (0.1% AcOH) as eluent (in gradient; flow 80 mL/min) to afford 52 (25.62 mg, 14%). 1H NMR (400 MHz; CDCl3+3 drops of CD3OD) δ 1.54 (s, 9... Reactants: CCCN, CCOc1nc(OCC)c2cscc2n1, CCO. Product: CCCNc1nc(OCC)nc2cscc12. Reaction SMILES: [CH2:16]([CH2:17][CH3:18])[NH2:19].[CH2:1]([CH3:2])[O:3][c:4]1[n:5][c:6]([O:13][CH2:14][CH3:15])[c:7]2[c:8]([n:9]1)[cH:10][s:11][cH:12]2.[CH2:20]([OH:21])[CH3:22]>>[CH2:1]([CH3:2])[O:3][c:4]1[n:5][c:6]([NH:19][CH2:16][CH2:17][CH3:18])[c:7]2[c:8]([n:9]1)[cH:10][s:11][cH:12]2. Starting materials: O=C1CCC(=O)N1Br, ClCCCl, N#CC1(N=NC2(C#N)CCCCC2)CCCCC1, Cc1nsc2cc(F)c(N)cc12. Yields the product Cc1nsc2cc(F)c(N)c(Br)c12. Reaction SMILES: [Br:13][N:14]1[C:15](=[O:16])[CH2:17][CH2:18][C:19]1=[O:20].[Cl:39][CH2:40][CH2:41][Cl:42].[N:21]([C:22]1([C:23]#[N:24])[CH2:25][CH2:26][CH2:27][CH2:28][CH2:29]1)=[N:30][C:31]1([C:32]#[N:33])[CH2:34][CH2:35][CH2:36][CH2:37][CH2:38]1.[NH2:1][c:2]1[c:3]([F:12])[cH:4][c:5]2[c:6]([c:7]([CH3:10])[n:8][s:9]2)[cH:11]1>>[NH2:1][c:2]1[c:3]([F:12])[cH:4][c:5]2[c:6]([c:7]([CH3:10])[n:8][s:9]2)[c:11]1[Br:13].